This data is from the Open Reaction Database (ORD), a public repository of structured organic reaction records. The task is: describe an organic reaction: reactants, conditions, products, and yield The reactants are IC=1N=C2N(CCOC3=C2C=CC(=C3)C(=O)OC)C1 (Methyl 2-iodo-5,6-dihydrobenzo[f]imidazo[1,2-d][1,4]oxazepine-9-carboxylate), FC(C=1C=C(C=CC1)B(O)O)(F)F (3-(trifluoromethyl)phenylboronic acid), C(C)#N (acetonitrile). The reagents and catalysts are C=1C=CC(=CC1)[P](C=2C=CC=CC2)(C=3C=CC=CC3)[Pd]([P](C=4C=CC=CC4)(C=5C=CC=CC5)C=6C=CC=CC6)([P](C=7C=CC=CC7)(C=8C=CC=CC8)C=9C=CC=CC9)[P](C=1C=CC=CC1)(C=1C=CC=CC1)C=1C=CC=CC1 (tetrakis(triphenylphosphine)palladium). Solvent: C([O-])([O-])=O.[Na+].[Na+] (sodium carbonate). Product: FC(C=1C=C(C=CC1)C=1N=C2N(CCOC3=C2C=CC(=C3)C(=O)OC)C1)(F)F (methyl 2-(3-(trifluoromethyl)phenyl)-5,6-dihydrobenzo[f]imidazo[1,2-d][1,4]oxazepine-9-carboxylate). The yield is 40.5%. Reaction SMILES: I[C:2]1[N:3]=[C:4]2[C:10]3[CH:11]=[CH:12][C:13]([C:15]([O:17][CH3:18])=[O:16])=[CH:14][C:9]=3[O:8][CH2:7][CH2:6][N:5]2[CH:19]=1.[F:20][C:21]([F:32])([F:31])[C:22]1[CH:23]=[C:24](B(O)O)[CH:25]=[CH:26][CH:27]=1.C(#N)C>C(=O)([O-])[O-].[Na+].[Na+].C1C=CC([P]([Pd]([P](C2C=CC=CC=2)(C2C=CC=CC=2)C2C=CC=CC=2)([P](C2C=CC=CC=2)(C2C=CC=CC=2)C2C=CC=CC=2)[P](C2C=CC=CC=2)(C2C=CC=CC=2)C2C=CC=CC=2)(C2C=CC=CC=2)C2C=CC=CC=2)=CC=1>[F:20][C:21]([F:32])([F:31])[C:22]1[CH:27]=[C:26]([C:2]2[N:3]=[C:4]3[C:10]4[CH:11]=[CH:12][C:13]([C:15]([O:17][CH3:18])=[O:16])=[CH:14][C:9]=4[O:8][CH2:7][CH2:6][N:5]3[CH:19]=2)[CH:25]=[CH:24][CH:23]=1 |f:3.4.5,^1:45,47,66,85|. Procedure: Methyl 2-iodo-5,6-dihydrobenzo[f]imidazo[1,2-d][1,4]oxazepine-9-carboxylate (80 mg, 1 eq), 3-(trifluoromethyl)phenylboronic acid (76 mg, 1.75 eq), and tetrakis(triphenylphosphine)palladium (10 mg, 0.05 eq), in 1.0 M aqueous sodium carbonate (1.0 mL) and acetonitrile (1.0 mL) were heated to 140° C. for 10 min in a sealed microwave reactor. The crude reaction mixture was concentrated and purified using reverse phase HPLC to yield 299 (34 mg). ESI-MS: 389.1 (M)+